Dataset: the Open Reaction Database (ORD), a public repository of structured organic reaction records. Task: describe an organic reaction: reactants, conditions, products, and yield The reactants are CS(=O)c1ncc2ccc(-c3ccccc3NS(C)(=O)=O)n2n1, Nc1cccc(OCCN2CCOCC2)c1. Yields the product CS(=O)(=O)Nc1ccccc1-c1ccc2cnc(Nc3cccc(OCCN4CCOCC4)c3)nn12. As a reaction SMILES: [CH3:17][S:18](=[O:19])[c:20]1[n:21][n:22]2[c:23]([cH:24][n:25]1)[cH:26][cH:27][c:28]2-[c:29]1[c:30]([NH:35][S:36](=[O:37])(=[O:38])[CH3:39])[cH:31][cH:32][cH:33][cH:34]1.[O:1]1[CH2:2][CH2:3][N:4]([CH2:7][CH2:8][O:9][c:10]2[cH:11][c:12]([NH2:16])[cH:13][cH:14][cH:15]2)[CH2:5][CH2:6]1>>[O:1]1[CH2:2][CH2:3][N:4]([CH2:7][CH2:8][O:9][c:10]2[cH:11][c:12]([NH:16][c:20]3[n:21][n:22]4[c:23]([cH:24][n:25]3)[cH:26][cH:27][c:28]4-[c:29]3[c:30]([NH:35][S:36](=[O:37])(=[O:38])[CH3:39])[cH:31][cH:32][cH:33][cH:34]3)[cH:13][cH:14][cH:15]2)[CH2:5][CH2:6]1. Reactants: CO, Cl, O=CNC1(C(=O)Nc2ccc3[nH]nc(-c4ccc(F)cc4)c3c2)CCN(CC(=O)N2CCN(c3ccc(-c4ncccn4)cc3)CC2)C1, [Na+], [OH-], O. The product is NC1(C(=O)Nc2ccc3[nH]nc(-c4ccc(F)cc4)c3c2)CCN(CC(=O)N2CCN(c3ccc(-c4ncccn4)cc3)CC2)C1. RXN SMILES: [CH3:52][OH:53].[ClH:1].[F:2][c:3]1[cH:4][cH:5][c:6](-[c:9]2[n:10][nH:11][c:12]3[cH:13][cH:14][c:15]([NH:18][C:19](=[O:20])[C:21]4([NH:47][CH:48]=[O:49])[CH2:22][N:23]([CH2:26][C:27]([N:28]5[CH2:29][CH2:30][N:31]([c:34]6[cH:35][cH:36][c:37](-[c:40]7[n:41][cH:42][cH:43][cH:44][n:45]7)[cH:38][cH:39]6)[CH2:32][CH2:33]5)=[O:46])[CH2:24][CH2:25]4)[cH:16][c:17]23)[cH:7][cH:8]1.[Na+:51].[OH-:50].[OH2:54]>>[F:2][c:3]1[cH:4][cH:5][c:6](-[c:9]2[n:10][nH:11][c:12]3[cH:13][cH:14][c:15]([NH:18][C:19](=[O:20])[C:21]4([NH2:47])[CH2:22][N:23]([CH2:26][C:27]([N:28]5[CH2:29][CH2:30][N:31]([c:34]6[cH:35][cH:36][c:37](-[c:40]7[n:41][cH:42][cH:43][cH:44][n:45]7)[cH:38][cH:39]6)[CH2:32][CH2:33]5)=[O:46])[CH2:24][CH2:25]4)[cH:16][c:17]23)[cH:7][cH:8]1. The reactants are COC(=O)C(CC(C)(C)C)NC(=O)C(CC(C)(C)C)NC(=O)OC(C)(C)C, [Li+], C1CCOC1, [OH-], O, O. Product: CC(C)(C)CC(NC(=O)C(CC(C)(C)C)NC(=O)OC(C)(C)C)C(=O)O. As a reaction SMILES: [CH3:1][O:2][C:3]([CH:4]([NH:5][C:6]([CH:7]([NH:8][C:9](=[O:10])[O:11][C:12]([CH3:13])([CH3:14])[CH3:15])[CH2:16][C:17]([CH3:18])([CH3:19])[CH3:20])=[O:21])[CH2:22][C:23]([CH3:24])([CH3:25])[CH3:26])=[O:27].[Li+:30].[O:31]1[CH2:32][CH2:33][CH2:34][CH2:35]1.[OH-:29].[OH2:28].[OH2:36]>>[O:2]=[C:3]([CH:4]([NH:5][C:6]([CH:7]([NH:8][C:9](=[O:10])[O:11][C:12]([CH3:13])([CH3:14])[CH3:15])[CH2:16][C:17]([CH3:18])([CH3:19])[CH3:20])=[O:21])[CH2:22][C:23]([CH3:24])([CH3:25])[CH3:26])[OH:27]. Product: Cc1cc(C(=C(C=O)c2nnnn2C)c2ccc(F)c(C)c2)ccc1F. RXN SMILES: [CH2:25]([Li:26])[CH2:27][CH2:28][CH3:29].[CH:30](=[O:31])[O:32][CH2:33][CH3:34].[F:1][c:2]1[c:3]([CH3:24])[cH:4][c:5]([C:8](=[CH:9][c:10]2[n:11][n:12][n:13][n:14]2[CH3:15])[c:16]2[cH:17][c:18]([CH3:23])[c:19]([F:22])[cH:20][cH:21]2)[cH:6][cH:7]1.[O:35]1[CH2:36][CH2:37][CH2:38][CH2:39]1>>[F:1][c:2]1[c:3]([CH3:24])[cH:4][c:5]([C:8](=[C:9]([c:10]2[n:11][n:12][n:13][n:14]2[CH3:15])[CH:30]=[O:31])[c:16]2[cH:17][c:18]([CH3:23])[c:19]([F:22])[cH:20][cH:21]2)[cH:6][cH:7]1. Reactants: [Li]CCCC, CCOC=O, Cc1cc(C(=Cc2nnnn2C)c2ccc(F)c(C)c2)ccc1F, C1CCOC1. Reactants: N(O)=C(C(C)=O)C(C)=O (3-oximino-2,4-pentanedione), CNC(CCC)C(=O)O (methyl d,l-norvaline). Solvent: C(C)#N (acetonitrile). Product: C(C)(=O)C1=C(N=C(N1)CCC)C (5-acetyl-4-methyl-2-propylimidazole). Isolated yield 51.6%. Reaction SMILES: [N:1](=[C:3]([C:7](=[O:9])[CH3:8])[C:4](=O)[CH3:5])O.C[NH:11][CH:12](C(O)=O)[CH2:13][CH2:14][CH3:15]>C(#N)C>[C:7]([C:3]1[NH:1][C:12]([CH2:13][CH2:14][CH3:15])=[N:11][C:4]=1[CH3:5])(=[O:9])[CH3:8]. Procedure: To 40 g (0.31 moles) of 3-oximino-2,4-pentanedione dissolved in 297 ml of acetonitrile was added 40.64 g (0.31 moles) of methyl d,l-norvaline. The reaction mixture was refluxed 21.2 h under nitrogen, cooled, then concentrated in vacuo. The resulting oil was dissolved in 50 ml of ethanol and 140 ml of 10% aqueous sodium hydroxide. After 4 h of reflux, the cooled mixture was extracted with ethyl acetate (900 ml total) and dried over anhydrous sodium sulfate. Removal of the solvent in vacuo afforde... The reactants are C1(CCCCC1)P(C1=C(C=CC=C1)C1=C(C=C(C=C1C(C)C)C(C)C)C(C)C)C1CCCCC1 (dicyclohexyl(2′,4′,6′-triisopropylbiphenyl-2-yl)phosphine), O1CCN(CC1)C1=NC=C(C=C1N)N1CCOCC1 (2,5-dimorpholinopyridin-3-amine), ClC1=C(C(=NC2=CC(=CC(=C12)F)F)C1=NC=CC(=C1)C)C (4-chloro-5,7-difluoro-3-methyl-2-(4-methylpyridin-2-yl)quinoline), CC(C)([O-])C.[Na+] (sodium t-butoxide). The reagents and catalysts are C=1C=CC(=CC1)/C=C/C(=O)/C=C/C2=CC=CC=C2.C=1C=CC(=CC1)/C=C/C(=O)/C=C/C2=CC=CC=C2.C=1C=CC(=CC1)/C=C/C(=O)/C=C/C2=CC=CC=C2.[Pd].[Pd] (Pd2dba3). The solvent is O (water), C1(=CC=CC=C1)C (toluene). Reaction conditions: temperature 120 celsius, time 2.5 hour. Product: N1(CCOCC1)C1=NC=C(C=C1NC1=C(C(=NC2=CC(=CC(=C12)F)F)C1=NC=CC(=C1)C)C)N1CCOCC1 (N-(2,5-di(4-morpholinyl)-3-pyridinyl)-5,7-difluoro-3-methyl-2-(4-methyl-2-pyridinyl)-4-quinolinamine). As a reaction SMILES: C1(P(C2CCCCC2)C2C=CC=CC=2C2C(C(C)C)=CC(C(C)C)=CC=2C(C)C)CCCCC1.[O:35]1[CH2:40][CH2:39][N:38]([C:41]2[C:46]([NH2:47])=[CH:45][C:44]([N:48]3[CH2:53][CH2:52][O:51][CH2:50][CH2:49]3)=[CH:43][N:42]=2)[CH2:37][CH2:36]1.Cl[C:55]1[C:64]2[C:59](=[CH:60][C:61]([F:66])=[CH:62][C:63]=2[F:65])[N:58]=[C:57]([C:67]2[CH:72]=[C:71]([CH3:73])[CH:70]=[CH:69][N:68]=2)[C:56]=1[CH3:74].CC(C)([O-])C.[Na+]>C1(C)C=CC=CC=1.O.C1C=CC(/C=C/C(/C=C/C2C=CC=CC=2)=O)=CC=1.C1C=CC(/C=C/C(/C=C/C2C=CC=CC=2)=O)=CC=1.C1C=CC(/C=C/C(/C=C/C2C=CC=CC=2)=O)=CC=1.[Pd].[Pd]>[N:38]1([C:41]2[C:46]([NH:47][C:55]3[C:64]4[C:59](=[CH:60][C:61]([F:66])=[CH:62][C:63]=4[F:65])[N:58]=[C:57]([C:67]4[CH:72]=[C:71]([CH3:73])[CH:70]=[CH:69][N:68]=4)[C:56]=3[CH3:74])=[CH:45][C:44]([N:48]3[CH2:49][CH2:50][O:51][CH2:52][CH2:53]3)=[CH:43][N:42]=2)[CH2:39][CH2:40][O:35][CH2:36][CH2:37]1 |f:3.4,7.8.9.10.11|. Procedure details: To a stirred solution of dicyclohexyl(2′,4′,6′-triisopropylbiphenyl-2-yl)phosphine (0.025 g, 0.053 mmol), 2,5-dimorpholinopyridin-3-amine (0.104 g, 0.39 mmol), 4-chloro-5,7-difluoro-3-methyl-2-(4-methylpyridin-2-yl)quinoline (0.1 g, 0.33 mmol) and Pd2dba3 (0.012 g, 0.013 mmol) in toluene (3.28 mL) was added sodium t-butoxide (0.079 g, 0.820 mmol). The reaction mixture was heated to 120° C. and stirring continued for 2.5 h. The reaction was then cooled to rt and diluted with water (15 mL). The mi... Reactants: C1CCOC1, CN(C)C(=O)C1(c2ccccc2)CC1, [Cl-], [Li]C, [NH4+]. The product is CC(=O)C1(c2ccccc2)CC1. RXN SMILES: [CH2:19]1[O:20][CH2:21][CH2:22][CH2:23]1.[CH3:1][N:2]([C:3](=[O:4])[C:5]1([c:8]2[cH:9][cH:10][cH:11][cH:12][cH:13]2)[CH2:6][CH2:7]1)[CH3:14].[Cl-:17].[Li:15][CH3:16].[NH4+:18]>>[C:3](=[O:4])([C:5]1([c:8]2[cH:9][cH:10][cH:11][cH:12][cH:13]2)[CH2:6][CH2:7]1)[CH3:16].